Dataset: the Open Reaction Database (ORD), a public repository of structured organic reaction records. Task: describe an organic reaction: reactants, conditions, products, and yield Reactants: C, CCO, CN(C)CC#Cc1cc(Cl)c2c(c1)CN(Cc1ccc(OC(F)(F)F)cc1)C2=O, [H][H], [Pd]. The product is CN(C)CCCc1cc(Cl)c2c(c1)CN(Cc1ccc(OC(F)(F)F)cc1)C2=O. As a reaction SMILES: [C:35].[CH3:32][CH2:33][OH:34].[Cl:1][c:2]1[cH:3][c:4]([C:24]#[C:25][CH2:26][N:27]([CH3:28])[CH3:29])[cH:5][c:6]2[c:10]1[C:9](=[O:11])[N:8]([CH2:12][c:13]1[cH:14][cH:15][c:16]([O:19][C:20]([F:21])([F:22])[F:23])[cH:17][cH:18]1)[CH2:7]2.[H:30][H:31].[Pd:36]>>[Cl:1][c:2]1[cH:3][c:4]([CH2:24][CH2:25][CH2:26][N:27]([CH3:28])[CH3:29])[cH:5][c:6]2[c:10]1[C:9](=[O:11])[N:8]([CH2:12][c:13]1[cH:14][cH:15][c:16]([O:19][C:20]([F:21])([F:22])[F:23])[cH:17][cH:18]1)[CH2:7]2. Starting materials: Cl.C(C1=CC=CC=C1)OC1=C(C=C2CCN(C(C2=C1)C1(CCC1)C1=CC=C(C=C1)OC(F)(F)F)C)OC (7-benzyloxy-6-methoxy-2-methyl-1-[1-(4-trifluoromethoxyphenyl)cyclobutyl]-1,2,3,4-tetrahydroisoquinoline hydrochloride), Cl (hydrochloric acid), C(C(=O)O)(=O)O (oxalic acid). Solvent: industrial methylated spirits. The product is C(C(=O)O)(=O)O.OC1=C(C=C2CCN(C(C2=C1)C1(CCC1)C1=CC=C(C=C1)OC(F)(F)F)C)OC (7-hydroxy-6-methoxy-2-methyl-1-[1-(4-trifluoromethoxyphenyl)cyclobutyl]-1,2,3,4-tetrahydroisoquinoline oxalate). RXN SMILES: Cl.C([O:9][C:10]1[CH:19]=[C:18]2[C:13]([CH2:14][CH2:15][N:16]([CH3:35])[CH:17]2[C:20]2([C:24]3[CH:29]=[CH:28][C:27]([O:30][C:31]([F:34])([F:33])[F:32])=[CH:26][CH:25]=3)[CH2:23][CH2:22][CH2:21]2)=[CH:12][C:11]=1[O:36][CH3:37])C1C=CC=CC=1.Cl.[C:39]([OH:44])(=[O:43])[C:40]([OH:42])=[O:41]>>[C:39]([OH:44])(=[O:43])[C:40]([OH:42])=[O:41].[OH:9][C:10]1[CH:19]=[C:18]2[C:13]([CH2:14][CH2:15][N:16]([CH3:35])[CH:17]2[C:20]2([C:24]3[CH:29]=[CH:28][C:27]([O:30][C:31]([F:32])([F:33])[F:34])=[CH:26][CH:25]=3)[CH2:23][CH2:22][CH2:21]2)=[CH:12][C:11]=1[O:36][CH3:37] |f:0.1,4.5|. Reported procedure: A mixture of 7-benzyloxy-6-methoxy-2-methyl-1-[1-(4-trifluoromethoxyphenyl)cyclobutyl]-1,2,3,4-tetrahydroisoquinoline hydrochloride (2.94 g), industrial methylated spirits (65 ml) and concentrated hydrochloric acid (65 ml) was heated under reflux for 45 minutes. The mixture was concentrated, and dried by azeotropic distillation with propan-2-ol. The residue was dissolved in ether and treated with one equivalent of oxalic acid to yield 7-hydroxy-6-methoxy-2-methyl-1-[1-(4-trifluoromethoxyphenyl)c...